From a dataset of the Open Reaction Database (ORD), a public repository of structured organic reaction records. describe an organic reaction: reactants, conditions, products, and yield The reactants are O=C(c1ccncc1)c1cc(Cl)ccc1NS(=O)(=O)c1ccc(Br)cc1, CC(C)(C)OC(=O)N1CCNCC1, [Cl-], [K+], [K+], [K+], C1COCCO1, O, O=P([O-])([O-])[O-]. Yields the product O=C(c1ccncc1)c1cc(Cl)ccc1NS(=O)(=O)c1ccc(N2CCNCC2)cc1. RXN SMILES: [Br:1][c:2]1[cH:3][cH:4][c:5]([S:8](=[O:9])(=[O:10])[NH:11][c:12]2[c:13]([C:19](=[O:20])[c:21]3[cH:22][cH:23][n:24][cH:25][cH:26]3)[cH:14][c:15]([Cl:18])[cH:16][cH:17]2)[cH:6][cH:7]1.[C:35]([O:36][C:37](=[O:38])[N:42]1[CH2:43][CH2:44][NH:45][CH2:46][CH2:47]1)([CH3:39])([CH3:40])[CH3:41].[Cl-:49].[K+:32].[K+:33].[K+:34].[O:50]1[CH2:51][CH2:52][O:53][CH2:54][CH2:55]1.[OH2:48].[P:27]([O-:28])([O-:29])([O-:30])=[O:31]>>[c:2]1([N:42]2[CH2:43][CH2:44][NH:45][CH2:46][CH2:47]2)[cH:3][cH:4][c:5]([S:8](=[O:9])(=[O:10])[NH:11][c:12]2[c:13]([C:19](=[O:20])[c:21]3[cH:22][cH:23][n:24][cH:25][cH:26]3)[cH:14][c:15]([Cl:18])[cH:16][cH:17]2)[cH:6][cH:7]1. The reactants are C[O-].[Na+] (sodium methoxide), Cl.NC(=N)N (guanidine hydrochloride), C(C1=CC=CC=C1)(=O)Cl (benzoyl chloride). Solvent: CO (methanol). Conditions: temperature 20 celsius, time 3 hour. Product: C(N)(=N)NC(C1=CC=CC=C1)=O (N-amidinobenzamide). RXN SMILES: Cl.[NH2:2][C:3]([NH2:5])=[NH:4].C[O-].[Na+].[C:9](Cl)(=[O:16])[C:10]1[CH:15]=[CH:14][CH:13]=[CH:12][CH:11]=1>CO>[C:3]([NH:5][C:9](=[O:16])[C:10]1[CH:15]=[CH:14][CH:13]=[CH:12][CH:11]=1)(=[NH:2])[NH2:4] |f:0.1,2.3|. Reported procedure: A four neck flask (3 liters) equipped with a thermometer and a stirrer was charged with 573.2 g (6.0 mole) of guanidine hydrochloride and 1.5 liter of methanol and cooled to 20° C. Slowly dropwise added thereto was 324.1 g (6.0 mole) of sodium methoxide crystal at 20° C. or lower and stirred for 3 hours. Deposited crystals were filtered off. The mother liquor was charged to the four neck flask (3 liters) equipped with the above devices, and 337.4 g (2.4 mole) of benzoyl chloride was slowly dropw... The reactants are ON=C(Br)Br (Hydroxycarbonimidic dibromide), ClC=1C=C(C#N)C=CC1 (3-chlorobenzonitrile), C(=O)(O)[O-].[Na+] (NaHCO3). Run in C1(=CC=CC=C1)C (toluene), CC(OCC)=O (EA). Reaction conditions: time 3 hour. The product is BrC1=NOC(=N1)C1=CC(=CC=C1)Cl (3-bromo-5-(3-chlorophenyl)-1,2,4-oxadiazole). RXN SMILES: [OH:1][N:2]=[C:3]([Br:5])Br.[Cl:6][C:7]1[CH:8]=[C:9]([CH:12]=[CH:13][CH:14]=1)[C:10]#[N:11].C([O-])(O)=O.[Na+]>C1(C)C=CC=CC=1.CC(=O)OCC>[Br:5][C:3]1[N:11]=[C:10]([C:9]2[CH:12]=[CH:13][CH:14]=[C:7]([Cl:6])[CH:8]=2)[O:1][N:2]=1 |f:2.3|. Procedure: Hydroxycarbonimidic dibromide (2.21 g, 10.89 mmol) was added portionwise over 1 h 20 min to a mixture of 3-chlorobenzonitrile (3.00 g, 21.29 mmol) and NaHCO3 (2.9 g, 34.87 mmol) in toluene (3 ml) at 90° C. Stirring was continued for 3 h and then the reaction mixture was cooled to r.t., diluted with EA and washed with water. The organic phase was dried and concentrated. A mixture of 3-chlorobenzonitrile and 3-bromo-5-(3-chlorophenyl)-1,2,4-oxadiazole was obtained after flash chromatography (hex/E... Starting materials: CCCCOc1c(Cl)cc(CN(C=O)OCc2ccccc2)cc1Cl, CO. The product is CCCCOc1c(Cl)cc(CN(O)C=O)cc1Cl. As a reaction SMILES: [CH2:1]([c:2]1[cH:3][cH:4][cH:5][cH:6][cH:7]1)[O:8][N:9]([CH:10]=[O:11])[CH2:12][c:13]1[cH:14][c:15]([Cl:25])[c:16]([O:20][CH2:21][CH2:22][CH2:23][CH3:24])[c:17]([Cl:19])[cH:18]1.[CH3:26][OH:27]>>[OH:8][N:9]([CH:10]=[O:11])[CH2:12][c:13]1[cH:14][c:15]([Cl:25])[c:16]([O:20][CH2:21][CH2:22][CH2:23][CH3:24])[c:17]([Cl:19])[cH:18]1. Reactants: N1(C=NC=C1)CCOC=1C=C(C=CC1)NC1=NC=CC(=N1)C=1SC=CC1 (N-[3-[2-(1H- imidazol-1-yl)ethoxy]phenyl]-4-(2-thienyl)-2-pyrimidinamine), S(N)(O)(=O)=O (sulfamic acid). Solvent: C(C)O (ethyl alcohol), C(C)O (ethyl alcohol). Product: S(N)(O)(=O)=O.N1(C=NC=C1)CCOC=1C=C(C=CC1)NC1=NC=CC(=N1)C=1SC=CC1 (N-[3-[2-(1H-Imidazol-1-yl)ethoxy]phenyl]-4-(2-thienyl)-2-pyrimidinamine monosulfamate). RXN SMILES: [N:1]1([CH2:6][CH2:7][O:8][C:9]2[CH:10]=[C:11]([NH:15][C:16]3[N:21]=[C:20]([C:22]4[S:23][CH:24]=[CH:25][CH:26]=4)[CH:19]=[CH:18][N:17]=3)[CH:12]=[CH:13][CH:14]=2)[CH:5]=[CH:4][N:3]=[CH:2]1.[S:27](=[O:31])(=[O:30])([OH:29])[NH2:28]>C(O)C>[S:27](=[O:30])(=[O:29])([OH:31])[NH2:28].[N:1]1([CH2:6][CH2:7][O:8][C:9]2[CH:10]=[C:11]([NH:15][C:16]3[N:21]=[C:20]([C:22]4[S:23][CH:24]=[CH:25][CH:26]=4)[CH:19]=[CH:18][N:17]=3)[CH:12]=[CH:13][CH:14]=2)[CH:5]=[CH:4][N:3]=[CH:2]1 |f:3.4|. Reported procedure: To a solution of 1.0 g of N-[3-[2-(1H- imidazol-1-yl)ethoxy]phenyl]-4-(2-thienyl)-2-pyrimidinamine in 10 ml of hot ethyl alcohol is added 5 ml of ethyl alcohol containing 0.27 of sulfamic acid. Crystals begin to form and the reaction mixture is cooled. The solid is collected by filtration, washed with ethyl alcohol and dried to afford the desired product.